From a dataset of the Open Reaction Database (ORD), a public repository of structured organic reaction records. describe an organic reaction: reactants, conditions, products, and yield Reactants: COC(C1=C(C=C(C=C1)COCC=1C=NC=CC1)C1=CC=CC=C1)=O (4-(3-pyridylmethyloxymethyl)-2-phenylbenzoic acid methyl ester), [OH-].[Li+] (lithium hydroxide). The solvent is CO (methanol). Reaction conditions: time 8 hour. Yields the product N1=CC(=CC=C1)COCC1=CC(=C(C(=O)O)C=C1)C1=CC=CC=C1 (4-(3-pyridylmethyloxymethyl)-2-phenylbenzoic acid). The yield is 93.6%. RXN SMILES: C[O:2][C:3](=[O:25])[C:4]1[CH:9]=[CH:8][C:7]([CH2:10][O:11][CH2:12][C:13]2[CH:14]=[N:15][CH:16]=[CH:17][CH:18]=2)=[CH:6][C:5]=1[C:19]1[CH:24]=[CH:23][CH:22]=[CH:21][CH:20]=1.[OH-].[Li+]>CO>[N:15]1[CH:16]=[CH:17][CH:18]=[C:13]([CH2:12][O:11][CH2:10][C:7]2[CH:8]=[CH:9][C:4]([C:3]([OH:25])=[O:2])=[C:5]([C:19]3[CH:24]=[CH:23][CH:22]=[CH:21][CH:20]=3)[CH:6]=2)[CH:14]=1 |f:1.2|. Procedure: To a solution in methanol (5 mL) of [4-(3-pyridylmethyloxymethyl)-2-phenylbenzoic acid methyl ester (0.58 g), prepared as in Example 183A, was added saturated aqueous lithium hydroxide and the reaction mixture was stirred overnight at ambient temperature. The reaction mixture was warmed to 60° C. and stirred for 4 hours. The reaction mixture was concentrated in vacuo and the residue was taken up in water. The aqueous phase was taken to pH 5 with aqueous 3N HCl and extracted with chloroform. The ... Reactants: CC(C)(C)C(=O)Cl, CCCCC1OC1C(=O)O, Nc1ccc2c(c1)OCO2, C1CCC([NH2+]C2CCCCC2)CC1, C1CCOC1. Product: CCCCC1OC1C(=O)Nc1ccc2c(c1)OCO2. As a reaction SMILES: [C:24]([Cl:25])(=[O:26])[C:27]([CH3:28])([CH3:29])[CH3:30].[CH2:14]([CH2:15][CH2:16][CH3:17])[CH:18]1[CH:19]([C:21](=[O:22])[OH:23])[O:20]1.[CH2:31]1[O:32][c:33]2[cH:34][c:35]([NH2:36])[cH:37][cH:38][c:39]2[O:40]1.[CH:1]1([NH2+:2][CH:3]2[CH2:4][CH2:5][CH2:6][CH2:7][CH2:8]2)[CH2:9][CH2:10][CH2:11][CH2:12][CH2:13]1.[O:41]1[CH2:42][CH2:43][CH2:44][CH2:45]1>>[CH2:14]([CH2:15][CH2:16][CH3:17])[CH:18]1[CH:19]([C:21](=[O:23])[NH:36][c:35]2[cH:34][c:33]3[c:39]([cH:38][cH:37]2)[O:40][CH2:31][O:32]3)[O:20]1. Starting materials: C(C)(=O)C1=C(N(/C(/S1)=N/C(C1=C(C=CC(=C1)Cl)F)=O)C[C@@H]1OCCC1)C (N-((2Z)-5-acetyl-4-methyl-3-(((2R)-tetrahydrofuran-2-yl)methyl)thiazol-2(3H)-ylidene)-5-chloro-2-fluorobenzamide), FC(CO)(F)F (2,2,2-trifluoroethanol), CC(C)([O-])C.[K+] (potassium tert-butoxide), solution. Run in O1CCCC1 (tetrahydrofuran), O1CCCC1 (tetrahydrofuran), O (water). Reaction conditions: time 24 hour. The product is C(C)(=O)C1=C(N(/C(/S1)=N/C(C1=C(C=CC(=C1)Cl)OCC(F)(F)F)=O)C[C@@H]1OCCC1)C (N-[(2Z)-5-acetyl-4-methyl-3-[(2R)-tetrahydrofuran-2-ylmethyl]-1,3-thiazol-2(3H)-ylidene]-5-chloro-2-(2,2,2-trifluoroethoxy)benzamide). As a reaction SMILES: [C:1]([C:4]1[S:8]/[C:7](=[N:9]\[C:10](=[O:19])[C:11]2[CH:16]=[C:15]([Cl:17])[CH:14]=[CH:13][C:12]=2F)/[N:6]([CH2:20][C@H:21]2[CH2:25][CH2:24][CH2:23][O:22]2)[C:5]=1[CH3:26])(=[O:3])[CH3:2].[F:27][C:28]([F:32])([F:31])[CH2:29][OH:30].CC(C)([O-])C.[K+]>O1CCCC1.O>[C:1]([C:4]1[S:8]/[C:7](=[N:9]\[C:10](=[O:19])[C:11]2[CH:16]=[C:15]([Cl:17])[CH:14]=[CH:13][C:12]=2[O:30][CH2:29][C:28]([F:32])([F:31])[F:27])/[N:6]([CH2:20][C@H:21]2[CH2:25][CH2:24][CH2:23][O:22]2)[C:5]=1[CH3:26])(=[O:3])[CH3:2] |f:2.3|. Reported procedure: To the solution of the product from Example 280A (360 mg, 0.91 mmol) in tetrahydrofuran (4 mL) was added 2,2,2-trifluoroethanol (227 mg, 2.27 mmol) and a 1.0 M solution of potassium tert-butoxide in tetrahydrofuran (2.27 mL, 2.27 mmol). The reaction mixture was stirred at room temperature for 24 hours. The mixture was diluted with water, and extracted with ethyl acetate. The organic extract was dried (Na2SO4), filtered and concentrated. Purification by reverse phase HPLC afforded the title compo... Reactants: CO, ClCCl, COc1c2c(c(O)c3ncccc13)C(=O)N(Cc1ccc(F)cc1)C2O, O=C(O)C(F)(F)F. Yields the product COc1c2c(c(O)c3ncccc13)C(=O)N(Cc1ccc(F)cc1)C2OC. As a reaction SMILES: [CH3:37][OH:38].[Cl:27][CH2:28][Cl:29].[F:1][c:2]1[cH:3][cH:4][c:5]([CH2:6][N:7]2[CH:8]([OH:24])[c:9]3[c:10]([O:22][CH3:23])[c:11]4[cH:12][cH:13][cH:14][n:15][c:16]4[c:17]([OH:21])[c:18]3[C:19]2=[O:20])[cH:25][cH:26]1.[F:30][C:31]([F:32])([F:33])[C:34]([OH:35])=[O:36]>>[F:1][c:2]1[cH:3][cH:4][c:5]([CH2:6][N:7]2[CH:8]([O:24][CH3:28])[c:9]3[c:10]([O:22][CH3:23])[c:11]4[cH:12][cH:13][cH:14][n:15][c:16]4[c:17]([OH:21])[c:18]3[C:19]2=[O:20])[cH:25][cH:26]1. Reactants: Cc1noc(-c2ccc(Br)cc2)c1C=O, NCC(O)c1ccccc1. Yields the product Cc1noc(-c2ccc(Br)cc2)c1CNCC(O)c1ccccc1. RXN SMILES: [Br:1][c:2]1[cH:3][cH:4][c:5](-[c:8]2[c:9]([CH:14]=[O:15])[c:10]([CH3:13])[n:11][o:12]2)[cH:6][cH:7]1.[NH2:16][CH2:17][CH:18]([OH:19])[c:20]1[cH:21][cH:22][cH:23][cH:24][cH:25]1>>[Br:1][c:2]1[cH:3][cH:4][c:5](-[c:8]2[c:9]([CH2:14][NH:16][CH2:17][CH:18]([OH:19])[c:20]3[cH:21][cH:22][cH:23][cH:24][cH:25]3)[c:10]([CH3:13])[n:11][o:12]2)[cH:6][cH:7]1. Starting materials: COC1=CC=C(CN(C2=NC(=NC(=N2)C=2C(=NC=C(C2)CC2=CC=C(C=C2)S(=O)(=O)C)NC=2C=NC(=CC2)OC)C)CC2=CC=C(C=C2)OC)C=C1 (N,N-bis(4-methoxybenzyl)-4-(2-(6-methoxypyridin-3-ylamino)-5-(4-(methylsulfonyl)benzyl)pyridin-3-yl)-6-methyl-1,3,5-triazin-2-amine), FC(C(=O)O)(F)F (trifluoroacetic acid). Run at temperature 75 celsius, time 8 hour. Product: COC1=CC=C(C=N1)NC1=NC=C(C=C1C1=NC(=NC(=N1)C)N)CC1=CC=C(C=C1)S(=O)(=O)C (4-(2-(6-methoxypyridin-3-ylamino)-5-(4-(methylsulfonyl)benzyl)pyridin-3-yl)-6-methyl-1,3,5-triazin-2-amine). Yield: 46.0%. As a reaction SMILES: COC1C=CC(C[N:8](CC2C=CC(OC)=CC=2)[C:9]2[N:14]=[C:13]([C:15]3[C:16]([NH:32][C:33]4[CH:34]=[N:35][C:36]([O:39][CH3:40])=[CH:37][CH:38]=4)=[N:17][CH:18]=[C:19]([CH2:21][C:22]4[CH:27]=[CH:26][C:25]([S:28]([CH3:31])(=[O:30])=[O:29])=[CH:24][CH:23]=4)[CH:20]=3)[N:12]=[C:11]([CH3:41])[N:10]=2)=CC=1.FC(F)(F)C(O)=O>>[CH3:40][O:39][C:36]1[N:35]=[CH:34][C:33]([NH:32][C:16]2[C:15]([C:13]3[N:12]=[C:11]([CH3:41])[N:10]=[C:9]([NH2:8])[N:14]=3)=[CH:20][C:19]([CH2:21][C:22]3[CH:27]=[CH:26][C:25]([S:28]([CH3:31])(=[O:30])=[O:29])=[CH:24][CH:23]=3)=[CH:18][N:17]=2)=[CH:38][CH:37]=1. Procedure details: N,N-bis(4-methoxybenzyl)-4-(2-(6-methoxypyridin-3-ylamino)-5-(4-(methylsulfonyl)benzyl)pyridin-3-yl)-6-methyl-1,3,5-triazin-2-amine (412 mg, 0.574 mmol) was suspended in trifluoroacetic acid (Aldrich redistilled 99+%, 6.0 mL, 78 mmol) and the flask was fitted with a reflux condenser and put in a preheated oil bath (75° C.) and the reaction was stirred overnight. Then, the reaction was cooled to room temperature and concentrated and diluted with saturated sodium bicarbonate and then with 5N NaOH ... The reactants are CC(C)(C)OC(=O)NC1CN(Cc2ccccc2)CCC1CCO, CCN(CC)S(F)(F)F, ClCCl. Product: CC(C)(C)OC(=O)NC1CN(Cc2ccccc2)CCC1CCF. RXN SMILES: [CH2:1]([c:2]1[cH:3][cH:4][cH:5][cH:6][cH:7]1)[N:8]1[CH2:9][CH:10]([NH:17][C:18](=[O:19])[O:20][C:21]([CH3:22])([CH3:23])[CH3:24])[CH:11]([CH2:14][CH2:15][OH:16])[CH2:12][CH2:13]1.[CH2:25]([N:26]([S:27]([F:28])([F:29])[F:31])[CH2:30][CH3:32])[CH3:33].[Cl:34][CH2:35][Cl:36]>>[CH2:1]([c:2]1[cH:3][cH:4][cH:5][cH:6][cH:7]1)[N:8]1[CH2:9][CH:10]([NH:17][C:18](=[O:19])[O:20][C:21]([CH3:22])([CH3:23])[CH3:24])[CH:11]([CH2:14][CH2:15][F:31])[CH2:12][CH2:13]1. Starting materials: ClC1=C(C(=O)O)C(=CC=N1)C1=CC=CC=C1 (2-chloro-4-phenylnicotinic acid), S(=O)(Cl)Cl (thionyl chloride). The solvent is O1CCCC1 (tetrahydrofuran). Product: ClC1=NC=CC(=C1CO)C1=CC=CC=C1 ((2-chloro-4-phenylpyridin-3-yl)methanol). Yield: 71.7%. Reaction SMILES: [Cl:1][C:2]1[N:10]=[CH:9][CH:8]=[C:7]([C:11]2[CH:16]=[CH:15][CH:14]=[CH:13][CH:12]=2)[C:3]=1[C:4](O)=[O:5].S(Cl)(Cl)=O>O1CCCC1>[Cl:1][C:2]1[C:3]([CH2:4][OH:5])=[C:7]([C:11]2[CH:12]=[CH:13][CH:14]=[CH:15][CH:16]=2)[CH:8]=[CH:9][N:10]=1. Reported procedure: To a solution of 2-chloro-4-phenylnicotinic acid (22.4 g) in tetrahydrofuran (200 ml) was added thionyl chloride (21 ml), and the mixture was heated under reflux for 3 hrs. The solvent was evaporated under reduced pressure, and the precipitated solid was collected by filtration and washed with hexane. The obtained powdery solid was dissolved in tetrahydrofuran (200 ml), and lithium aluminum hydride (4.5 g) was added by small portions while cooling in a dry ice-acetone bath. The mixture was stirr... Starting materials: Cc1ccccc1, C1CCC(P(C2CCCCC2)C2CCCCC2)CC1, OB(O)C1CC1, O=C(Nc1ccn(Cc2ccc(I)cc2C(F)(F)F)n1)c1ccncc1F, CC(=O)[O-], CC(=O)[O-], O, [Pd+2]. Yields the product O=C(Nc1ccn(Cc2ccc(C3CC3)cc2C(F)(F)F)n1)c1ccncc1F. RXN SMILES: [CH3:54][c:55]1[cH:56][cH:57][cH:58][cH:59][cH:60]1.[CH:28]1([P:29]([CH:33]2[CH2:34][CH2:35][CH2:36][CH2:37][CH2:38]2)[CH:41]2[CH2:32][CH2:31][CH2:30][CH2:45][CH2:46]2)[CH2:39][CH2:40][CH2:42][CH2:43][CH2:44]1.[CH:47]1([B:48]([OH:49])[OH:50])[CH2:51][CH2:52]1.[F:1][c:2]1[cH:3][n:4][cH:5][cH:6][c:7]1[C:8](=[O:9])[NH:10][c:11]1[n:12][n:13]([CH2:16][c:17]2[c:18]([C:24]([F:25])([F:26])[F:27])[cH:19][c:20]([I:23])[cH:21][cH:22]2)[cH:14][cH:15]1.[O-:62][C:63]([CH3:64])=[O:65].[O-:66][C:67]([CH3:68])=[O:69].[OH2:53].[Pd+2:61]>>[F:1][c:2]1[cH:3][n:4][cH:5][cH:6][c:7]1[C:8](=[O:9])[NH:10][c:11]1[n:12][n:13]([CH2:16][c:17]2[c:18]([C:24]([F:25])([F:26])[F:27])[cH:19][c:20]([CH:45]3[CH2:41][CH2:46]3)[cH:21][cH:22]2)[cH:14][cH:15]1. Reactants: C1(=CC=CC=C1)C(C(=O)O)NC1=CC=CC=C1 (2-phenyl-2-(phenylamino)acetic acid), C1CCC(CC1)N=C=NC2CCCCC2 (DCC), C=1C=CC2=C(C1)N=NN2O (HOBt), CN1CCC(CCC1)O (1-methyl-azepan-4-ol). The solvent is C1CCOC1 (THF). Conditions: time 8 hour. The product is CN1CCC(CCC1)OC(C(NC1=CC=CC=C1)C1=CC=CC=C1)=O (phenyl-phenylamino-acetic acid 1-methyl-azepan-4-yl ester). Isolated yield 20.3%. As a reaction SMILES: [C:1]1([CH:7]([NH:11][C:12]2[CH:17]=[CH:16][CH:15]=[CH:14][CH:13]=2)[C:8]([OH:10])=[O:9])[CH:6]=[CH:5][CH:4]=[CH:3][CH:2]=1.C1CCC(N=[C:25]=[N:26][CH:27]2[CH2:32][CH2:31][CH2:30][CH2:29][CH2:28]2)CC1.C1C=CC2N(O)N=NC=2C=1.CN1CCCC(O)CC1>C1COCC1>[CH3:25][N:26]1[CH2:27][CH2:32][CH2:31][CH:30]([O:9][C:8](=[O:10])[CH:7]([C:1]2[CH:2]=[CH:3][CH:4]=[CH:5][CH:6]=2)[NH:11][C:12]2[CH:17]=[CH:16][CH:15]=[CH:14][CH:13]=2)[CH2:29][CH2:28]1. Reported procedure: A mixture of 2-phenyl-2-(phenylamino)acetic acid (I1) (175 mg, 0.77 mmol), DCC (192 mg, 0.92 mmol), HOBt (124 mg, 0.92 mmol) and 1-methyl-azepan-4-ol (100 mg, 0.77 mmol) in dry THF (100 mL) is stirred at RT overnight under nitrogen flowstream (UPLC-MS monitoring: complete conversion). The solvent is evaporated and the residue is taken up with aq. HCl and washed with EtOAc. The aqueous phase is basified with NaHCO3 and extracted with DCM (three times). The organic layers are combined, dried over ...